This data is from the Open Reaction Database (ORD), a public repository of structured organic reaction records. The task is: describe an organic reaction: reactants, conditions, products, and yield The reactants are ClC1=CC=C(C(=O)C2=CC=C(C=C2)CSC)C=C1 (4-chloro-4'-methylthiomethylbenzophenone), CO (methanol), I(=O)(=O)(=O)[O-].[Na+] (Sodium periodate). Run in O (water). Conditions: time 16 hour. The product is ClC1=CC=C(C(=O)C2=CC=C(C=C2)CS(=O)C)C=C1 (4-Chloro-4'-methylsulfinylmethylbenzophenone). Yield: 92.3%. Reaction SMILES: [Cl:1][C:2]1[CH:18]=[CH:17][C:5]([C:6]([C:8]2[CH:13]=[CH:12][C:11]([CH2:14][S:15][CH3:16])=[CH:10][CH:9]=2)=[O:7])=[CH:4][CH:3]=1.CO.I([O-])(=O)(=O)=[O:22].[Na+]>O>[Cl:1][C:2]1[CH:18]=[CH:17][C:5]([C:6]([C:8]2[CH:13]=[CH:12][C:11]([CH2:14][S:15]([CH3:16])=[O:22])=[CH:10][CH:9]=2)=[O:7])=[CH:4][CH:3]=1 |f:2.3|. Procedure: 4-chloro-4'-methylthiomethylbenzophenone (4.2 g) was added to methanol (150 ml). Sodium periodate (3.6 g) dissolved in water (20 ml), was added to this solution, and the mixture was stirred for 16 hours at room temperature. The reaction mixture was concentrated, and water was added thereto. The mixture was extracted with ethyl acetate. The ethyl acetate layer was washed with water and then dried over anhydrous magnesium sulfate. Ethyl acetate was distilled off under reduced pressure. The residua... The reactants are COC(CC1=CC(=CC=C1)Cl)=O ((3-chloro-phenyl)acetic acid methyl ester), S(O)(O)(=O)=O (sulfuric acid), [N+](=O)(O)[O-] (nitric acid), ice water. Reaction conditions: temperature 0 celsius, time 2 hour. Yields the product COC(CC1=CC(=C(C=C1)[N+](=O)[O-])Cl)=O ((3-chloro-4-nitro-phenyl)acetic acid methyl ester), COC(CC1=C(C=CC(=C1)Cl)[N+](=O)[O-])=O ((5chloro-2-nitro-phenyl)acetic acid methyl ester). Isolated yield 51.0%. RXN SMILES: [CH3:1][O:2][C:3](=[O:12])[CH2:4][C:5]1[CH:10]=[CH:9][CH:8]=[C:7]([Cl:11])[CH:6]=1.S(=O)(=O)(O)O.[N+:18]([O-:21])([OH:20])=[O:19]>>[CH3:1][O:2][C:3](=[O:12])[CH2:4][C:5]1[CH:10]=[CH:9][C:8]([N+:18]([O-:20])=[O:19])=[C:7]([Cl:11])[CH:6]=1.[CH3:1][O:2][C:3](=[O:12])[CH2:4][C:5]1[CH:6]=[C:7]([Cl:11])[CH:8]=[CH:9][C:10]=1[N+:18]([O-:21])=[O:19]. Procedure: To a solution of (3-chloro-phenyl)acetic acid methyl ester (5.0 g, 27.1 mmol, commercially available) in concentrated sulfuric acid (7.5 mL, 140.7 mmol) at 0° C. was added drop-wise nitric acid (2.52 g, 70%, 28.0 mmol). After stirring at 0° C. for two hrs, the reaction mixture was poured into ice water and was extracted into dichioromethane. The organic extract was washed with brine, dried (anhydrous sodium sulfate), filtered and concentrated under reduced pressure. The residue was purified by f... Starting materials: C(C)OC(CC1=CC(=C(C=C1)OC)OC1=C(C=C(C=C1)[N+](=O)[O-])CBr)=O ([3-(2-bromomethyl-4-nitro-phenoxy)-4-methoxy-phenyl]-acetic acid ethyl ester), CC1=NN=C(S1)S (5-methyl-1,3,4-thiadiazole-2-thiol). The product is C(C)OC(CC1=CC(=C(C=C1)OC)OC1=C(C=C(C=C1)[N+](=O)[O-])CSC=1SC(=NN1)C)=O ({4-methoxy-3-[2-(5-methyl-[1,3,4]thiadiazol-2-ylsulfanylmethyl)-4-nitro-phenoxy]-phenyl}-acetic acid ethyl ester). As a reaction SMILES: [CH2:1]([O:3][C:4](=[O:26])[CH2:5][C:6]1[CH:11]=[CH:10][C:9]([O:12][CH3:13])=[C:8]([O:14][C:15]2[CH:20]=[CH:19][C:18]([N+:21]([O-:23])=[O:22])=[CH:17][C:16]=2[CH2:24]Br)[CH:7]=1)[CH3:2].[CH3:27][C:28]1[S:32][C:31]([SH:33])=[N:30][N:29]=1>>[CH2:1]([O:3][C:4](=[O:26])[CH2:5][C:6]1[CH:11]=[CH:10][C:9]([O:12][CH3:13])=[C:8]([O:14][C:15]2[CH:20]=[CH:19][C:18]([N+:21]([O-:23])=[O:22])=[CH:17][C:16]=2[CH2:24][S:33][C:31]2[S:32][C:28]([CH3:27])=[N:29][N:30]=2)[CH:7]=1)[CH3:2]. Procedure details: As described for Example 10, [3-(2-bromomethyl-4-nitro-phenoxy)-4-methoxy-phenyl]-acetic acid ethyl ester and 5-methyl-1,3,4-thiadiazole-2-thiol were reacted to form {4-methoxy-3-[2-(5-methyl-[1,3,4]thiadiazol-2-ylsulfanylmethyl)-4-nitro-phenoxy]-phenyl}-acetic acid ethyl ester, which was reduced to {3-[4-amino-2-(5-methyl-[1,3,4]thiadiazol-2-ylsulfanylmethyl)-phenoxy]-4-methoxy-phenyl}-acetic acid ethyl ester and then treated with 4-chlorobenzoyl chloride to provide {3-[4-(4-chloro-benzoylamino...